Dataset: the Open Reaction Database (ORD), a public repository of structured organic reaction records. Task: describe an organic reaction: reactants, conditions, products, and yield Starting materials: C(C)OC(C(CCC)N)OCC (aminopentanal diethyl acetal), COC(C(C)C#N)OC (cyanopropionaldehyde dimethyl acetal). The reagents and catalysts are [Ni] (Raney nickel). Solvent: CO (MeOH). Reaction conditions: time 3.4 minute. Yields the product COC(C(CC)N)OC (Aminobutyraldehyde Dimethyl Acetal). The yield is 77.5%. As a reaction SMILES: [CH2:1]([O:3][CH:4]([O:10][CH2:11]C)[CH:5]([NH2:9])[CH2:6][CH2:7]C)C.COC(OC)C(C#N)C>CO.[Ni]>[CH3:1][O:3][CH:4]([O:10][CH3:11])[CH:5]([NH2:9])[CH2:6][CH3:7]. Procedure details: This reaction was run as for aminopentanal diethyl acetal [Example 15(c)(ii)] using MeOH as solvent (160 mL), 7.8 g of Raney nickel and 25 g (0.194 mol) of cyanopropionaldehyde dimethyl acetal. (H2 consumption 113% of theoretical after 3.5 hr.) The product after concentration at reduced pressure analyzed as an essentially pure single component at 3.40 min by gc (20 g, 77.5% yield). Reactants: Brc1cscn1, CC1CNCCN1, Cl. Product: CC1CN(c2cscn2)CCN1. Reaction SMILES: [Br:8][c:9]1[n:10][cH:11][s:12][cH:13]1.[CH3:1][CH:2]1[NH:3][CH2:4][CH2:5][NH:6][CH2:7]1.[ClH:14]>>[CH3:1][CH:2]1[NH:3][CH2:4][CH2:5][N:6]([c:9]2[n:10][cH:11][s:12][cH:13]2)[CH2:7]1. Reactants: BrCC1=C(C(=O)OC)C=CN=C1Cl (methyl 3-(bromomethyl)-2-chloroisonicotinate), Cl.ClC=1C=C(C=NC1OCC(F)(F)F)C(C)N (1-(5-chloro-6-(2,2,2-trifluoroethoxy)pyridin-3-yl)ethanamine hydrochloride). The product is ClC1=NC=CC2=C1CN(C2=O)C(C)C=2C=NC(=C(C2)Cl)OCC(F)(F)F (4-chloro-2-(1-(5-chloro-6-(2,2,2-trifluoroethoxy)pyridin-3-yl)ethyl)-2,3-dihydro-1H-pyrrolo[3,4-c]pyridin-1-one). Yield: 63.0%. RXN SMILES: Br[CH2:2][C:3]1[C:12]([Cl:13])=[N:11][CH:10]=[CH:9][C:4]=1[C:5]([O:7]C)=O.Cl.[Cl:15][C:16]1[CH:17]=[C:18]([CH:28]([NH2:30])[CH3:29])[CH:19]=[N:20][C:21]=1[O:22][CH2:23][C:24]([F:27])([F:26])[F:25]>>[Cl:13][C:12]1[C:3]2[CH2:2][N:30]([CH:28]([C:18]3[CH:19]=[N:20][C:21]([O:22][CH2:23][C:24]([F:26])([F:27])[F:25])=[C:16]([Cl:15])[CH:17]=3)[CH3:29])[C:5](=[O:7])[C:4]=2[CH:9]=[CH:10][N:11]=1 |f:1.2|. Procedure: The title compound is prepared in 63% yield (146 mg, colorless amorphous solid) from methyl 3-(bromomethyl)-2-chloroisonicotinate (150 mg, 0.57 mmol) and 1-(5-chloro-6-(2,2,2-trifluoroethoxy)pyridin-3-yl)ethanamine hydrochloride (165 mg, 0.57 mmol, Amine-8, single enantiomer) in a similar manner to Intermediate-2. The reactants are Cc1ccnc2c1[nH]c(=O)n2-c1ccc(Oc2nc3ccccc3n2COCC[Si](C)(C)C)cc1, [H-], CCI, [Na+], CN(C)C=O, O. Product: CCn1c(=O)n(-c2ccc(Oc3nc4ccccc4n3COCC[Si](C)(C)C)cc2)c2nccc(C)c21. RXN SMILES: [CH3:1][c:2]1[c:3]2[c:4]([n:5][cH:6][cH:7]1)[n:8](-[c:12]1[cH:13][cH:14][c:15]([O:18][c:19]3[n:20][c:21]4[c:22]([n:23]3[CH2:24][O:25][CH2:26][CH2:27][Si:28]([CH3:29])([CH3:30])[CH3:31])[cH:32][cH:33][cH:34][cH:35]4)[cH:16][cH:17]1)[c:9](=[O:11])[nH:10]2.[H-:39].[I:36][CH2:37][CH3:38].[Na+:40].[O:42]=[CH:43][N:44]([CH3:45])[CH3:46].[OH2:41]>>[CH3:1][c:2]1[c:3]2[c:4]([n:5][cH:6][cH:7]1)[n:8](-[c:12]1[cH:13][cH:14][c:15]([O:18][c:19]3[n:20][c:21]4[c:22]([n:23]3[CH2:24][O:25][CH2:26][CH2:27][Si:28]([CH3:29])([CH3:30])[CH3:31])[cH:32][cH:33][cH:34][cH:35]4)[cH:16][cH:17]1)[c:9](=[O:11])[n:10]2[CH2:37][CH3:38]. Reported procedure: The 4-(2-aminophenyl)piperazine-1-carbaldehyde can be prepared by reacting 1-chloro-2-nitrobenzene with piperazine-1-carbaldehyde to give 4-(2-nitro-phenyl)piperazine-1-carbaldehyde and then reducing. The reaction between the 1-carbaldehyde and the 2-nitrobenzene is carried out in a suitable solvent (e.g., DMF, NMP, acetonitrile, any appropriate mixture of suitable solvents, etc., preferably DMF) at 50° to 100° C., typically at 60° to 80° C. and preferably at approximately 100° C., and requires ... The product is [N+](=O)([O-])C1=C(C=CC=C1)N1CCN(CC1)C=O (4-(2-nitro-phenyl)piperazine-1-carbaldehyde). The reactants are NC1=C(C=CC=C1)N1CCN(CC1)C=O (4-(2-aminophenyl)piperazine-1-carbaldehyde), ClC1=C(C=CC=C1)[N+](=O)[O-] (1-chloro-2-nitrobenzene), N1(CCNCC1)C=O (piperazine-1-carbaldehyde). Reaction SMILES: NC1C=CC=CC=1[N:8]1[CH2:13][CH2:12][N:11]([CH:14]=[O:15])[CH2:10][CH2:9]1.Cl[C:17]1[CH:22]=[CH:21][CH:20]=[CH:19][C:18]=1[N+:23]([O-:25])=[O:24].N1(C=O)CCNCC1>>[N+:23]([C:18]1[CH:19]=[CH:20][CH:21]=[CH:22][C:17]=1[N:8]1[CH2:13][CH2:12][N:11]([CH:14]=[O:15])[CH2:10][CH2:9]1)([O-:25])=[O:24]. Procedure details: To a stirred solution of 180 parts of ethyl carbonochloridate in 600 parts of trichloromethane was added dropwise a solution of 110 parts of 3-[(4-fluorophenyl)(1-methyl-4-piperidinylidene)methyl]pyridine in 600 parts of trichloromethane. Upon completion, the whole was heated till reflux and stirring at reflux was continued for 16 hours. The reaction mixture was evaporated. The residue was stirred in water and the whole was alkalized with a sodium hydroxide solution. The product was extracted wi... Reactants: 180, C(OCC)(=O)Cl (ethyl carbonochloridate), 110, FC1=CC=C(C=C1)C(C=1C=NC=CC1)=C1CCN(CC1)C (3-[(4-fluorophenyl)(1-methyl-4-piperidinylidene)methyl]pyridine). RXN SMILES: [C:1](Cl)(=[O:5])[O:2][CH2:3][CH3:4].[F:7][C:8]1[CH:13]=[CH:12][C:11]([C:14](=[C:21]2[CH2:26][CH2:25][N:24](C)[CH2:23][CH2:22]2)[C:15]2[CH:16]=[N:17][CH:18]=[CH:19][CH:20]=2)=[CH:10][CH:9]=1>ClC(Cl)Cl>[F:7][C:8]1[CH:13]=[CH:12][C:11]([C:14]([C:15]2[CH:16]=[N:17][CH:18]=[CH:19][CH:20]=2)=[C:21]2[CH2:22][CH2:23][N:24]([C:1]([O:2][CH2:3][CH3:4])=[O:5])[CH2:25][CH2:26]2)=[CH:10][CH:9]=1. Yields the product FC1=CC=C(C=C1)C(=C1CCN(CC1)C(=O)OCC)C=1C=NC=CC1 (ethyl 4-[(4-fluorophenyl)(3-pyridinyl)methylene]-1-piperidinecarboxylate), intermediate 20. Isolated yield 75.0%. Reaction conditions: time 16 hour. The solvent is ClC(Cl)Cl (trichloromethane), ClC(Cl)Cl (trichloromethane). Reactants: Cl, CN(C(=O)N(C)C1CN(C(=O)C2CCNCC2)CC1c1ccc(F)cc1)c1cc(C(F)(F)F)cc(C(F)(F)F)c1, O=C(O)C1CC1. Product: CN(C(=O)N(C)C1CN(C(=O)C2CCN(C(=O)C3CC3)CC2)CC1c1ccc(F)cc1)c1cc(C(F)(F)F)cc(C(F)(F)F)c1. RXN SMILES: [ClH:1].[F:2][C:3]([c:4]1[cH:5][c:6]([N:14]([C:15](=[O:16])[N:17]([CH3:18])[CH:19]2[CH2:20][N:21]([C:31](=[O:32])[CH:33]3[CH2:34][CH2:35][NH:36][CH2:37][CH2:38]3)[CH2:22][CH:23]2[c:24]2[cH:25][cH:26][c:27]([F:30])[cH:28][cH:29]2)[CH3:39])[cH:7][c:8]([C:10]([F:11])([F:12])[F:13])[cH:9]1)([F:40])[F:41].[OH:42][C:43](=[O:44])[CH:45]1[CH2:46][CH2:47]1>>[F:2][C:3]([c:4]1[cH:5][c:6]([N:14]([C:15](=[O:16])[N:17]([CH3:18])[CH:19]2[CH2:20][N:21]([C:31](=[O:32])[CH:33]3[CH2:34][CH2:35][N:36]([C:43](=[O:42])[CH:45]4[CH2:46][CH2:47]4)[CH2:37][CH2:38]3)[CH2:22][CH:23]2[c:24]2[cH:25][cH:26][c:27]([F:30])[cH:28][cH:29]2)[CH3:39])[cH:7][c:8]([C:10]([F:11])([F:12])[F:13])[cH:9]1)([F:40])[F:41]. Reactants: CC1=CC=C(C(=O)OC2CCN(CC2)CC2=CC(=CC=C2)[N+](=O)[O-])C=C1 (1-(3-nitro-benzyl)-piperidin-4-yl 4-methyl-benzoate). The reagents and catalysts are [Ni] (Raney-nickel). Run in C(C)O (ethanol). Run at time 4 hour. Yields the product CC1=CC=C(C(=O)OC2CCN(CC2)CC2=CC(=CC=C2)N)C=C1 (1-(3-amino-benzyl)-piperidin-4-yl 4-methyl-benzoate). The yield is 81.5%. RXN SMILES: [CH3:1][C:2]1[CH:26]=[CH:25][C:5]([C:6]([O:8][CH:9]2[CH2:14][CH2:13][N:12]([CH2:15][C:16]3[CH:21]=[CH:20][CH:19]=[C:18]([N+:22]([O-])=O)[CH:17]=3)[CH2:11][CH2:10]2)=[O:7])=[CH:4][CH:3]=1>C(O)C.[Ni]>[CH3:1][C:2]1[CH:3]=[CH:4][C:5]([C:6]([O:8][CH:9]2[CH2:10][CH2:11][N:12]([CH2:15][C:16]3[CH:21]=[CH:20][CH:19]=[C:18]([NH2:22])[CH:17]=3)[CH2:13][CH2:14]2)=[O:7])=[CH:25][CH:26]=1. Reported procedure: 0.496 g (0.0014 mol) of 1-(3-nitro-benzyl)-piperidin-4-yl 4-methyl-benzoate was dissolved in 28 ml of ethanol and treated with 0.3 g of Raney-nickel. The mixture was hydrogenated at room temperature and under normal pressure for 4 hrs. The catalyst was filtered off and, after concentration, the residue was chromatographed on silica gel with ethyl acetate/ hexane (1:1→2:1) as the eluent. 0.37 g (81.5%) of 1-(3-amino-benzyl)-piperidin-4-yl 4-methyl-benzoate was obtained as yellowish crystals; m.p.... Starting materials: ClC1=C(C=CC=C1)C1=C2CCC(N(C2=CC(=C1)OC)C1=CC(=CC=C1C)C(=O)OC)=O (5-(2-chlorophenyl)-3,4-dihydro-7-methoxy-1-(3-methoxycarbonyl-6-methylphenyl)-2(1H)-quinolinone), ClC1=C(C=CC=C1)C1=C2CCC(N(C2=CC(=C1)OC)C1=CC(=CC=C1C)C(=O)OC)=O (5-(2-chlorophenyl)-3,4-dihydro-7-methoxy-1-(3-methoxycarbonyl-6-methylphenyl)-2(1H)-quinolinone), ClC1=C(C(=CC=C1)Cl)N1C(CCC2=C(C=C(C=C12)O)C1=C(C=C(C=C1)F)F)=O (1-(2,6-dichlorophenyl)-5-(2,4-difluorophenyl)-3,4-dihydro-7-hydroxy-2(1H)-quinolinone). Product: ClC1=C(C=CC=C1)C1=C2CCC(N(C2=CC(=C1)O)C1=CC(=CC=C1C)C(=O)OC)=O (5-(2-Chlorophenyl)-3,4-dihydro-7-hydroxy-1-(3-methoxycarbonyl-6-methylphenyl)-2(1H)-quinolinone). Reaction SMILES: [Cl:1][C:2]1[CH:7]=[CH:6][CH:5]=[CH:4][C:3]=1[C:8]1[CH:17]=[C:16]([O:18]C)[CH:15]=[C:14]2[C:9]=1[CH2:10][CH2:11][C:12](=[O:31])[N:13]2[C:20]1[C:25]([CH3:26])=[CH:24][CH:23]=[C:22]([C:27]([O:29][CH3:30])=[O:28])[CH:21]=1.ClC1C=CC=C(Cl)C=1N1C2C(=C(C3C=CC(F)=CC=3F)C=C(O)C=2)CCC1=O>>[Cl:1][C:2]1[CH:7]=[CH:6][CH:5]=[CH:4][C:3]=1[C:8]1[CH:17]=[C:16]([OH:18])[CH:15]=[C:14]2[C:9]=1[CH2:10][CH2:11][C:12](=[O:31])[N:13]2[C:20]1[C:25]([CH3:26])=[CH:24][CH:23]=[C:22]([C:27]([O:29][CH3:30])=[O:28])[CH:21]=1. Procedure: 5-(2-Chlorophenyl)-3,4-dihydro-7-hydroxy-1-(3-methoxycarbonyl-6-methylphenyl)-2(1H)-quinolinone was prepared from 5-(2-chlorophenyl)-3,4-dihydro-7-methoxy-1-(3-methoxycarbonyl-6-methylphenyl)-2(1H)-quinolinone (INTERMEDIATE 17) by a procedure analogous to that described in INTERMEDIATE 3. Mass spectrum (ESI) 422.2 (M+1). 1H NMR (500 MHz, CDCl3): δ 7.93 (d, J=7.5 Hz, 1H); 7.85 (d, J=17.5 Hz, 1H); 7.49 (m, 3H); 7.7.26 (m, 1H); 6.34 (s, 1H); 5.78 (s, 1H); 3.85 (s, 3H); 2.62 (m, 4H); 2.14 (d, J=10.5... Product: CCSc1cc(Br)cc(CC)n1. Reaction SMILES: [Br:1][c:2]1[c:3]([NH2:13])[c:4]([S:10][CH2:11][CH3:12])[n:5][c:6]([CH2:8][CH3:9])[cH:7]1.[CH3:14][CH:15]([CH2:16][CH2:17][O:18][N:19]=[O:20])[CH3:21].[CH3:22][CH2:23][OH:24]>>[Br:1][c:2]1[cH:3][c:4]([S:10][CH2:11][CH3:12])[n:5][c:6]([CH2:8][CH3:9])[cH:7]1. Reactants: CCSc1nc(CC)cc(Br)c1N, CC(C)CCON=O, CCO.